This data is from the Open Reaction Database (ORD), a public repository of structured organic reaction records. The task is: describe an organic reaction: reactants, conditions, products, and yield Starting materials: C(CC)P1(OP(OP(O1)(=O)CCC)(=O)CCC)=O (T3P), NCCCC=1C(=NC(=NC1C)N)NCCCCC (5-(3-Aminopropyl)-6-methyl-N4-pentylpyrimidine-2,4-diamine), TEA, C1(=CC=C(C=C1)CC(=O)O)CC(=O)O (2,2′-(1,4-phenylene)diacetic acid). Run in C1CCOC1 (THF), CCOC(=O)C (EtOAc). Run at time 8 hour. The product is NC1=NC(=C(C(=N1)C)CCCNC(CC1=CC=C(C=C1)CC(=O)O)=O)NCCCCC ({4-[2-({3-[2-Amino-4-methyl-6-(pentylamino)pyrimidin-5-yl]propyl}amino)-2-oxoethyl]phenyl}acetic acid). RXN SMILES: C(P1(=O)OP(CCC)(=O)OP(CCC)(=O)O1)CC.[NH2:19][CH2:20][CH2:21][CH2:22][C:23]1[C:24]([NH:31][CH2:32][CH2:33][CH2:34][CH2:35][CH3:36])=[N:25][C:26]([NH2:30])=[N:27][C:28]=1[CH3:29].[C:37]1([CH2:47][C:48](O)=[O:49])[CH:42]=[CH:41][C:40]([CH2:43][C:44]([OH:46])=[O:45])=[CH:39][CH:38]=1>C1COCC1.CCOC(C)=O>[NH2:30][C:26]1[N:27]=[C:28]([CH3:29])[C:23]([CH2:22][CH2:21][CH2:20][NH:19][C:48](=[O:49])[CH2:47][C:37]2[CH:42]=[CH:41][C:40]([CH2:43][C:44]([OH:46])=[O:45])=[CH:39][CH:38]=2)=[C:24]([NH:31][CH2:32][CH2:33][CH2:34][CH2:35][CH3:36])[N:25]=1. Reported procedure: A solution of T3P (1.591 ml, 1.57M in THF) was added to a mixture of the product from example 1 step (v) (0.2 g), TEA (0.333 ml) and 2,2′-(1,4-phenylene)diacetic acid (0.463 g) in THF (15 mL) and the mixture stirred at rt overnight. The reaction was diluted with EtOAc, washed with water, dried and evaporated under reduced pressure. Used crude in next step. Reactants: COC=1C=CC2=C(CCN(C(N2)=O)C2CCNCC2)C1 (7-methoxy-3-piperidin-4-yl-1,3,4,5-tetrahydro-1,3-benzodiazepin-2-one), ClC1=CC(=NC=N1)C(=O)C=1C=C(C2=C(CCO2)C1)C ((6-chloro-pyrimidin-4-yl)-(7-methyl-2,3-dihydro-benzofuran-5-yl)-methanone), CCN(C(C)C)C(C)C (DIPEA). Reagents/catalysts: Cl (hydrochloric acid). The solvent is CN(C)C=O (DMF). Conditions: time 48 hour. Product: COC1=CC2=C(NC(N(CC2)C2CCN(CC2)C2=NC=NC(=C2)C(=O)C=2C=C(C3=C(CCO3)C2)C)=O)C=C1 (7-methoxy-3-{1-[6-(7-methyl-2,3-dihydro-benzofuran-5-carbonyl)-pyrimidin-4-yl]-piperidin-4-yl}-1,3,4,5-tetrahydro-benzo[d][1,3]diazepin-2-one). As a reaction SMILES: [CH3:1][O:2][C:3]1[CH:4]=[CH:5][C:6]2[NH:12][C:11](=[O:13])[N:10]([CH:14]3[CH2:19][CH2:18][NH:17][CH2:16][CH2:15]3)[CH2:9][CH2:8][C:7]=2[CH:20]=1.Cl[C:22]1[N:27]=[CH:26][N:25]=[C:24]([C:28]([C:30]2[CH:31]=[C:32]([CH3:39])[C:33]3[O:37][CH2:36][CH2:35][C:34]=3[CH:38]=2)=[O:29])[CH:23]=1.CCN(C(C)C)C(C)C>CN(C=O)C.Cl>[CH3:1][O:2][C:3]1[CH:4]=[CH:5][C:6]2[NH:12][C:11](=[O:13])[N:10]([CH:14]3[CH2:19][CH2:18][N:17]([C:22]4[CH:23]=[C:24]([C:28]([C:30]5[CH:31]=[C:32]([CH3:39])[C:33]6[O:37][CH2:36][CH2:35][C:34]=6[CH:38]=5)=[O:29])[N:25]=[CH:26][N:27]=4)[CH2:16][CH2:15]3)[CH2:9][CH2:8][C:7]=2[CH:20]=1. Procedure: 100 mg (0.363 mmol) 7-methoxy-3-piperidin-4-yl-1,3,4,5-tetrahydro-1,3-benzodiazepin-2-one, 90.0 mg (0.229 mmol) (6-chloro-pyrimidin-4-yl)-(7-methyl-2,3-dihydro-benzofuran-5-yl)-methanone and 0.200 mL (1.16 mmol) DIPEA were combined in 1.5 mL DMF and stirred for 48 h at RT. Then the reaction mixture was combined with a few drops of hydrochloric acid and purified by preparative HPLC-MS. The fractions containing the product were combined and freeze-dried. Reactants: CC(=O)SCC(Cc1ccc(N(C)C)cc1)C(=O)Nc1cc(C)cc(C(=O)O)c1, CO, Cl, Cl, [Na+], [OH-]. The product is Cl, Cc1cc(NC(=O)C(CS)Cc2ccc(N(C)C)cc2)cc(C(=O)O)c1. RXN SMILES: [C:2](=[O:3])([CH3:4])[S:5][CH2:6][CH:7]([C:8](=[O:9])[NH:10][c:11]1[cH:12][c:13]([C:14](=[O:15])[OH:16])[cH:17][c:18]([CH3:20])[cH:19]1)[CH2:21][c:22]1[cH:23][cH:24][c:25]([N:28]([CH3:29])[CH3:30])[cH:26][cH:27]1.[CH3:34][OH:35].[ClH:1].[ClH:33].[Na+:32].[OH-:31]>>[ClH:1].[SH:5][CH2:6][CH:7]([C:8](=[O:9])[NH:10][c:11]1[cH:12][c:13]([C:14](=[O:15])[OH:16])[cH:17][c:18]([CH3:20])[cH:19]1)[CH2:21][c:22]1[cH:23][cH:24][c:25]([N:28]([CH3:29])[CH3:30])[cH:26][cH:27]1. Reactants: Cl.C(C1=CC=CC=C1)(=O)N(N)C1=CC=CC=C1 (1-Benzoyl-1-phenylhydrazine hydrochloride), C1CC(CCC1=O)(C(=O)O)C(=O)O (cyclohexanone-4,4-dicarboxylic acid), C(C)(=O)O (acetic acid). Solvent: O (water). The product is C(C1=CC=CC=C1)(=O)N1C2=CC=CC=C2C=2CC(CCC12)(C(=O)O)C(=O)O (9-Benzoyl-1,2,3,4-tetrahydrocarbazole-3,3-dicarboxylic acid). RXN SMILES: Cl.[C:2]([N:10]([C:12]1[CH:17]=[CH:16][CH:15]=[CH:14][CH:13]=1)N)(=[O:9])[C:3]1[CH:8]=[CH:7][CH:6]=[CH:5][CH:4]=1.[CH2:18]1[C:23](=O)[CH2:22][CH2:21][C:20]([C:28]([OH:30])=[O:29])([C:25]([OH:27])=[O:26])[CH2:19]1.C(O)(=O)C>O>[C:2]([N:10]1[C:23]2[CH2:22][CH2:21][C:20]([C:28]([OH:30])=[O:29])([C:25]([OH:27])=[O:26])[CH2:19][C:18]=2[C:17]2[C:12]1=[CH:13][CH:14]=[CH:15][CH:16]=2)(=[O:9])[C:3]1[CH:8]=[CH:7][CH:6]=[CH:5][CH:4]=1 |f:0.1|. Procedure: 1-Benzoyl-1-phenylhydrazine hydrochloride (5 g.) and 4 g. of cyclohexanone-4,4-dicarboxylic acid in 10 ml. of glacial acetic acid were heated at 60°-70°C. for thirty minutes. The mixture was diluted with water and the resulting solid was collected by filtration and washed with water to give 7.1 g. of the title compound; m.p. 160°C. (acetone and hexane).